Dataset: the Open Reaction Database (ORD), a public repository of structured organic reaction records. Task: describe an organic reaction: reactants, conditions, products, and yield Reactants: FC(C=1C=CC(=NC1)OC1=CC=C(C=C1)O)(F)F (4-(5-trifluoromethyl-pyridin-2-yloxy)-phenol), [I-].N1(CCC2=CC=CC=C12)C(=O)N1C=[N+](C=C1)C (3-(2,3-dihydro-indole-1-carbonyl)-1-methyl-3H-imidazol-1-ium iodide), crude product. Run in C(C)(=O)OCC.CCCCCCC (ethyl acetate heptane). The product is FC(C=1C=CC(=NC1)OC1=CC=C(C=C1)OC(=O)N1CCC2=CC=CC=C12)(F)F (2,3-Dihydro-indole-1-carboxylic acid 4-(5-trifluoromethyl-pyridin-2-yloxy)-phenyl ester). Reaction SMILES: [F:1][C:2]([F:18])([F:17])[C:3]1[CH:4]=[CH:5][C:6]([O:9][C:10]2[CH:15]=[CH:14][C:13]([OH:16])=[CH:12][CH:11]=2)=[N:7][CH:8]=1.[I-].[N:20]1([C:29](N2C=C[N+](C)=C2)=[O:30])[C:28]2[C:23](=[CH:24][CH:25]=[CH:26][CH:27]=2)[CH2:22][CH2:21]1>C(OCC)(=O)C.CCCCCCC>[F:18][C:2]([F:1])([F:17])[C:3]1[CH:4]=[CH:5][C:6]([O:9][C:10]2[CH:11]=[CH:12][C:13]([O:16][C:29]([N:20]3[C:28]4[C:23](=[CH:24][CH:25]=[CH:26][CH:27]=4)[CH2:22][CH2:21]3)=[O:30])=[CH:14][CH:15]=2)=[N:7][CH:8]=1 |f:1.2,3.4|. Procedure: The title compound was prepared from 4-(5-trifluoromethyl-pyridin-2-yloxy)-phenol and 3-(2,3-dihydro-indole-1-carbonyl)-1-methyl-3H-imidazol-1-ium iodide. The crude product was subjected to column chromatography(ethyl acetate/heptane, 1:5) (73%, crystals. HPLC-MS m/z=401.1) (M+1), Rt: 5.5 min. Starting materials: C1CCOC1, CC(=O)C1CCC2C3CCC4CC(O)CCC4(C)C3CCC12C, O=C(O)c1ccccc1, c1ccc(P(c2ccccc2)c2ccccc2)cc1. Yields the product CC(=O)C1CCC2C3CCC4CC(OC(=O)c5ccccc5)CCC4(C)C3CCC12C. Reaction SMILES: [O:52]1[CH2:53][CH2:54][CH2:55][CH2:56]1.[OH:1][CH:2]1[CH2:3][CH:4]2[CH2:5][CH2:6][CH:7]3[CH:8]4[CH2:9][CH2:10][CH:11]([C:12]([CH3:13])=[O:14])[C:15]4([CH3:23])[CH2:16][CH2:17][CH:18]3[C:19]2([CH3:22])[CH2:20][CH2:21]1.[OH:43][C:44](=[O:45])[c:46]1[cH:47][cH:48][cH:49][cH:50][cH:51]1.[c:24]1([P:25]([c:26]2[cH:27][cH:28][cH:29][cH:30][cH:31]2)[c:32]2[cH:33][cH:34][cH:35][cH:36][cH:37]2)[cH:38][cH:39][cH:40][cH:41][cH:42]1>>[O:1]([CH:2]1[CH2:3][CH:4]2[CH2:5][CH2:6][CH:7]3[CH:8]4[CH2:9][CH2:10][CH:11]([C:12]([CH3:13])=[O:14])[C:15]4([CH3:23])[CH2:16][CH2:17][CH:18]3[C:19]2([CH3:22])[CH2:20][CH2:21]1)[C:44](=[O:43])[c:46]1[cH:47][cH:48][cH:49][cH:50][cH:51]1. The reactants are NC=1OC[C@]2(N1)C1=CC(=CC=C1OC1=NC=C(C=C12)C=1CCOCC1)O ((S)-2′-amino-3-(3,6-dihydro-2H-pyran-4-yl)-5′H-spiro[chromeno[2,3-b]pyridine-5,4′-oxazol]-7-ol). The reagents and catalysts are [Pd] (Palladium on carbon). The solvent is CO (MeOH). Run at time 60 hour. Yields the product NC=1OC[C@]2(N1)C1=CC(=CC=C1OC1=NC=C(C=C12)C1CCOCC1)O ((S)-2′-amino-3-(tetrahydro-2H-pyran-4-yl)-5′H-spiro[chromeno[2,3-b]pyridine-5,4′-oxazol]-7-ol). Reaction SMILES: [NH2:1][C:2]1[O:3][CH2:4][C@:5]2([C:19]3[C:14](=[N:15][CH:16]=[C:17]([C:20]4[CH2:21][CH2:22][O:23][CH2:24][CH:25]=4)[CH:18]=3)[O:13][C:12]3[C:7]2=[CH:8][C:9]([OH:26])=[CH:10][CH:11]=3)[N:6]=1>[Pd].CO>[NH2:1][C:2]1[O:3][CH2:4][C@:5]2([C:19]3[C:14](=[N:15][CH:16]=[C:17]([CH:20]4[CH2:25][CH2:24][O:23][CH2:22][CH2:21]4)[CH:18]=3)[O:13][C:12]3[C:7]2=[CH:8][C:9]([OH:26])=[CH:10][CH:11]=3)[N:6]=1. Procedure details: A 25-mL flask was charged with (S)-2′-amino-3-(3,6-dihydro-2H-pyran-4-yl)-5′H-spiro[chromeno[2,3-b]pyridine-5,4′-oxazol]-7-ol (211 mg, 0.601 mmol) and MeOH (75070 μL). The mixture was sonicated for 1 min to give an opaque mixture. Palladium on carbon (63.9 mg, 0.060 mmol) was added, and H2 (g) was bubbled through the mixture for 1 min. The mixture was stirred further under a balloon of H2 (g) for 60 hours. The mixture was filtered through celite with the aid of methanol. The filtrate was evapora... Starting materials: O=C([O-])[O-], COc1ccc(C2Sc3cc(F)ccc3NC(=O)C2O)cc1, CN(C)CCCl, CC(C)=O, Cl, [K+], [K+]. Product: COc1ccc(C2Sc3cc(F)ccc3N(CCN(C)C)C(=O)C2O)cc1, Cl. Reaction SMILES: [C:30](=[O:31])([O-:32])[O-:33].[CH3:1][O:2][c:3]1[cH:4][cH:5][c:6]([CH:9]2[S:10][c:11]3[c:12]([cH:18][cH:19][c:20]([F:22])[cH:21]3)[NH:13][C:14](=[O:17])[CH:15]2[OH:16])[cH:7][cH:8]1.[CH3:24][N:25]([CH2:26][CH2:27][Cl:28])[CH3:29].[CH3:36][C:37](=[O:38])[CH3:39].[ClH:23].[K+:34].[K+:35]>>[CH3:1][O:2][c:3]1[cH:4][cH:5][c:6]([CH:9]2[S:10][c:11]3[c:12]([cH:18][cH:19][c:20]([F:22])[cH:21]3)[N:13]([CH2:27][CH2:26][N:25]([CH3:24])[CH3:29])[C:14](=[O:17])[CH:15]2[OH:16])[cH:7][cH:8]1.[ClH:28]. Reactants: ClCCCl, COc1ccc2ncc(F)c(CCN3CC(O)C(CN)C3)c2n1, O=C1COc2ccc(C(=O)O)nc2N1, On1nnc2ccccc21. Yields the product COc1ccc2ncc(F)c(CCN3CC(O)C(CNC(=O)c4ccc5c(n4)NC(=O)CO5)C3)c2n1. RXN SMILES: [CH2:38]([Cl:39])[CH2:40][Cl:41].[NH2:1][CH2:2][CH:3]1[CH:4]([OH:23])[CH2:5][N:6]([CH2:8][CH2:9][c:10]2[c:11]([F:22])[cH:12][n:13][c:14]3[cH:15][cH:16][c:17]([O:20][CH3:21])[n:18][c:19]23)[CH2:7]1.[O:24]=[C:25]1[NH:26][c:27]2[c:28]([cH:31][cH:32][c:33]([C:35](=[O:36])[OH:37])[n:34]2)[O:29][CH2:30]1.[OH:42][n:43]1[c:44]2[c:45]([cH:46][cH:47][cH:48][cH:49]2)[n:50][n:51]1>>[NH:1]([CH2:2][CH:3]1[CH:4]([OH:23])[CH2:5][N:6]([CH2:8][CH2:9][c:10]2[c:11]([F:22])[cH:12][n:13][c:14]3[cH:15][cH:16][c:17]([O:20][CH3:21])[n:18][c:19]23)[CH2:7]1)[C:35]([c:33]1[cH:32][cH:31][c:28]2[c:27]([n:34]1)[NH:26][C:25](=[O:24])[CH2:30][O:29]2)=[O:36].